This data is from the Open Reaction Database (ORD), a public repository of structured organic reaction records. The task is: describe an organic reaction: reactants, conditions, products, and yield Starting materials: BrCC(=O)C1=CC=CC=C1 (2-bromoacetophenone), [F-].[K+] (KF), C1COCCOCCOCCOCCOCCO1 (18-crown-6). Solvent: CC#N (CH3CN), O (H2O), CCOC(=O)C (EtOAc). Conditions: temperature 90 celsius. Product: FCC(=O)C1=CC=CC=C1 (2-Fluoro-1-phenylethan-1-one). Reaction SMILES: Br[CH2:2][C:3]([C:5]1[CH:10]=[CH:9][CH:8]=[CH:7][CH:6]=1)=[O:4].[F-:11].[K+].C1OCCOCCOCCOCCOCCOC1>CC#N.O.CCOC(C)=O>[F:11][CH2:2][C:3]([C:5]1[CH:10]=[CH:9][CH:8]=[CH:7][CH:6]=1)=[O:4] |f:1.2|. Procedure: A mixture of 2-bromoacetophenone (Aldrich Chemical Company) (5.42 g, 27.3 mmol), KF (6.32 g, 0.11 mol) and 18-crown-6 (3.61 g, 13.7 mmol) in CH3CN (150 mL) was heated at 90° C. for 16 h under a N2 atmosphere. Heating was discontinued and the mixture was allowed to cool to room temperature. The mixture was diluted with H2O (300 mL) and EtOAc (400 mL) and transferred to a separatory funnel. The organic solution was separated, washed with H2O (2×300 mL), saturated NaCl (300 mL), dried (MgSO4), filt...